This data is from the Open Reaction Database (ORD), a public repository of structured organic reaction records. The task is: describe an organic reaction: reactants, conditions, products, and yield Reactants: ClC1=C(C=C(C(=C1)Cl)[N+](=O)[O-])[N+](=O)[O-] (1,5-dichloro-2,4-dinitrobenzene), C(CO)#N (glycolonitrile), C([O-])([O-])=O.[K+].[K+] (potassium carbonate). The solvent is CN(C=O)C (dimethylformamide), O (water). The product is [N+](=O)([O-])C1=C(OCC#N)C=C(C(=C1)[N+](=O)[O-])Cl (2,4-dinitro-5-chlorophenoxyacetonitrile). Yield: 58.5%. As a reaction SMILES: Cl[C:2]1[CH:7]=[C:6]([Cl:8])[C:5]([N+:9]([O-:11])=[O:10])=[CH:4][C:3]=1[N+:12]([O-:14])=[O:13].[C:15](#[N:18])[CH2:16][OH:17].C(=O)([O-])[O-].[K+].[K+]>CN(C)C=O.O>[N+:12]([C:3]1[CH:4]=[C:5]([N+:9]([O-:11])=[O:10])[C:6]([Cl:8])=[CH:7][C:2]=1[O:17][CH2:16][C:15]#[N:18])([O-:14])=[O:13] |f:2.3.4|. Procedure details: A solution of 1,5-dichloro-2,4-dinitrobenzene (5.0 g), glycolonitrile (1.81 g) and anhydrous potassium carbonate (2.19 g) in dimethylformamide (20 g) was stirred at 25° to 30° C. for 24 hours. After completion of the reaction, the reaction mixture was diluted with water (200 ml) and extracted with ethyl acetate (200 ml). The organic layer was washed with water, dried over magnesium sulfate and concentrated. The precipitated crystals were collected by filtration and washed with ether to give crud...